This data is from the Open Reaction Database (ORD), a public repository of structured organic reaction records. The task is: describe an organic reaction: reactants, conditions, products, and yield Starting materials: CS(=O)(=O)Cl (methane sulfonyl chloride), C(C1=CN=CC=C1)(=O)O (Nicotinic acid), N1=CC=CC=C1 (pyridine), NC1=NC(=NC(=N1)N)C1=CC=C(C2=CC=CC=C12)OC (2,4-diamino-6-(1-methoxy-4-naphthyl)-s-triazine), CS(=O)(=O)Cl (methanesulfonyl chloride). Conditions: time 3 hour. Product: NC1N(C(=NC(=N1)C(C1=CN=CC=C1)=O)C1=CC=C(C2=CC=CC=C12)OC)N (2-amino-4-nicotinoyl-amino-6-(1-methoxy-4-naphthyl)-s-triazine). RXN SMILES: [C:1]([OH:9])(=O)[C:2]1[CH:7]=[CH:6][CH:5]=[N:4][CH:3]=1.CS(Cl)(=O)=O.[NH2:15][C:16]1[N:21]=[C:20](N)[N:19]=[C:18]([C:23]2[C:32]3[C:27](=[CH:28][CH:29]=[CH:30][CH:31]=3)[C:26]([O:33][CH3:34])=[CH:25][CH:24]=2)[N:17]=1.[N:35]1C=CC=CC=1>>[NH2:15][CH:16]1[N:21]=[C:20]([C:1](=[O:9])[C:2]2[CH:7]=[CH:6][CH:5]=[N:4][CH:3]=2)[N:19]=[C:18]([C:23]2[C:32]3[C:27](=[CH:28][CH:29]=[CH:30][CH:31]=3)[C:26]([O:33][CH3:34])=[CH:25][CH:24]=2)[N:17]1[NH2:35]. Procedure details: Nicotinic acid (2.98 grams) was dissolved in 40 ml of pyridine, 1.39 grams of methanesulfonyl chloride was added thereto, and the mixture was heated to reflux for thirty minutes. Then 2.7 grams of 2,4-diamino-6-(1-methoxy-4-naphthyl)-s-triazine was added thereto, the mixture was heated to reflux for four hours, and the refluxing was continued for three hours more after addition of 0.35 gram of methane sulfonyl chloride. After the reaction was completed, pyridine was evaporated therefrom, water w... Starting materials: CC(=O)O[BH-](OC(C)=O)OC(C)=O, C=O, CC1NCCN(C(=O)OCc2ccccc2)C1C, ClCCl, [Na+]. Product: CC1C(C)N(C(=O)OCc2ccccc2)CCN1C. As a reaction SMILES: [C:21]([O:22][BH-:23]([O:24][C:25](=[O:26])[CH3:27])[O:28][C:29](=[O:30])[CH3:31])(=[O:32])[CH3:33].[CH2:19]=[O:20].[CH3:1][CH:2]1[N:3]([C:9](=[O:10])[O:11][CH2:12][c:13]2[cH:14][cH:15][cH:16][cH:17][cH:18]2)[CH2:4][CH2:5][NH:6][CH:7]1[CH3:8].[Cl:35][CH2:36][Cl:37].[Na+:34]>>[CH3:1][CH:2]1[N:3]([C:9](=[O:10])[O:11][CH2:12][c:13]2[cH:14][cH:15][cH:16][cH:17][cH:18]2)[CH2:4][CH2:5][N:6]([CH3:21])[CH:7]1[CH3:8]. Reactants: CC(C)(C)OC(=O)N1CCC(Oc2cc(N3CCc4cc(S(=O)(=O)CCOCc5ccccc5)ccc43)ncn2)CC1, CO, [H][H], [OH-], [OH-], [Pd+2]. Product: CC(C)(C)OC(=O)N1CCC(Oc2cc(N3CCc4cc(S(=O)(=O)CCO)ccc43)ncn2)CC1. RXN SMILES: [CH2:1]([c:2]1[cH:3][cH:4][cH:5][cH:6][cH:7]1)[O:8][CH2:9][CH2:10][S:11](=[O:12])(=[O:13])[c:14]1[cH:15][c:16]2[c:20]([cH:21][cH:22]1)[N:19]([c:23]1[cH:24][c:25]([O:29][CH:30]3[CH2:31][CH2:32][N:33]([C:36](=[O:37])[O:38][C:39]([CH3:40])([CH3:41])[CH3:42])[CH2:34][CH2:35]3)[n:26][cH:27][n:28]1)[CH2:18][CH2:17]2.[CH3:48][OH:49].[H:43][H:44].[OH-:45].[OH-:47].[Pd+2:46]>>[OH:8][CH2:9][CH2:10][S:11](=[O:12])(=[O:13])[c:14]1[cH:15][c:16]2[c:20]([cH:21][cH:22]1)[N:19]([c:23]1[cH:24][c:25]([O:29][CH:30]3[CH2:31][CH2:32][N:33]([C:36](=[O:37])[O:38][C:39]([CH3:40])([CH3:41])[CH3:42])[CH2:34][CH2:35]3)[n:26][cH:27][n:28]1)[CH2:18][CH2:17]2. The reactants are O=C([O-])[O-], CC(C)=O, [K+], [K+], O=[N+]([O-])c1ccc(Oc2ccc(S(=O)(=O)Cl)cc2)cc1, NC1CCCCC1. The product is O=[N+]([O-])c1ccc(Oc2ccc(S(=O)(=O)NC3CCCCC3)cc2)cc1. Reaction SMILES: [C:28](=[O:29])([O-:30])[O-:31].[CH3:34][C:35](=[O:36])[CH3:37].[K+:32].[K+:33].[N+:1](=[O:2])([O-:3])[c:4]1[cH:5][cH:6][c:7]([O:8][c:9]2[cH:10][cH:11][c:12]([S:15](=[O:16])(=[O:17])[Cl:18])[cH:13][cH:14]2)[cH:19][cH:20]1.[NH2:21][CH:22]1[CH2:23][CH2:24][CH2:25][CH2:26][CH2:27]1>>[N+:1](=[O:2])([O-:3])[c:4]1[cH:5][cH:6][c:7]([O:8][c:9]2[cH:10][cH:11][c:12]([S:15](=[O:16])(=[O:17])[NH:21][CH:22]3[CH2:23][CH2:24][CH2:25][CH2:26][CH2:27]3)[cH:13][cH:14]2)[cH:19][cH:20]1. Reactants: C([O-])([O-])=O.[K+].[K+] (potassium carbonate), C(CC(=O)OC)(=O)OC (dimethyl malonate), BrC(C)Br (dibromoethane), BrCCBr (1,2-dibromoethane), C(CC(=O)OC)(=O)OC (dimethyl malonate). Run in CN(C=O)C (dimethylformamide), C([O-])([O-])=O.[K+].[K+].CN(C=O)C (potassium carbonate dimethylformamide). Product: C1(CC1)(C(=O)OC)C(=O)OC (dimethyl cyclopropane-1,1-dicarboxylate). Isolated yield 55.0%. Reaction SMILES: [C:1]([O:8][CH3:9])(=[O:7])[CH2:2][C:3]([O:5][CH3:6])=[O:4].Br[CH2:11][CH2:12]Br.BrC(Br)C.C(=O)([O-])[O-].[K+].[K+]>C(=O)([O-])[O-].[K+].[K+].CN(C)C=O.CN(C)C=O>[C:2]1([C:1]([O:8][CH3:9])=[O:7])([C:3]([O:5][CH3:6])=[O:4])[CH2:12][CH2:11]1 |f:3.4.5,6.7.8.9|. Procedure details: The cycloalkylation of dimethyl malonate with 1,2-dibromoethane in potassium carbonate/dimethylformamide is disclosed by D. A. White in Synthesis Communications 7/8 (1977) 559. Based on 1 mol of dimethyl malonate, 4 mols of dibromoethane and 2.4 mols of potassium carbonate in 1.2 liters of dimethylformamide are reacted for 22 hours, yielding 73% of theory of dimethyl cyclopropane-1,1-dicarboxylate (CDM). These are data of a poor space-time yield which stands in the way of using the method on an ... The reactants are FC(C(=O)O)(F)F (trifluoroacetic acid), C1(=CC=CC=C1)C=1CCN(CC1)CCCN1C(C2=CC=CC=C2C1(O)C1=CC=CC=C1)=O (2-[3-(4-phenyl-1,2,3,6-tetrahydro-1pyridyl)propyl]-3-phenyl-3-hydroxy-1-isoindolinone), C(#N)[BH3-].[Na+] (sodium cyanoborohydride), CN(CCN(C)C)C (Tetramethylethylenediamine), C(C(=O)O)(=O)O (oxalic acid). Run in C(Cl)Cl (methylene chloride), C(Cl)Cl (methylene chloride), O1CCCC1 (tetrahydrofuran), C(C)C(=O)C (methyl ethyl ketone), C(C)C(=O)C (methyl ethyl ketone). Conditions: time 2 hour. The product is C(C(=O)O)(=O)O.C1(=CC=CC=C1)C1N(C(C2=CC=CC=C12)=O)CCCN1CCC(=CC1)C1=CC=CC=C1 (3-phenyl-2-[3-(4-phenyl-1,2,3,6-tetrahydro-1-pyridyl)propyl]-1-isoindolinone oxalate). Isolated yield 41.3%. Reaction SMILES: FC(F)(F)C(O)=O.[C:8]1([C:14]2[CH2:15][CH2:16][N:17]([CH2:20][CH2:21][CH2:22][N:23]3[C:31]([C:33]4[CH:38]=[CH:37][CH:36]=[CH:35][CH:34]=4)(O)[C:30]4[C:25](=[CH:26][CH:27]=[CH:28][CH:29]=4)[C:24]3=[O:39])[CH2:18][CH:19]=2)[CH:13]=[CH:12][CH:11]=[CH:10][CH:9]=1.C([BH3-])#N.[Na+].CN(C)CCN(C)C.[C:52]([OH:57])(=[O:56])[C:53]([OH:55])=[O:54]>C(Cl)Cl.O1CCCC1.C(C(C)=O)C>[C:52]([OH:57])(=[O:56])[C:53]([OH:55])=[O:54].[C:33]1([CH:31]2[C:30]3[C:25](=[CH:26][CH:27]=[CH:28][CH:29]=3)[C:24](=[O:39])[N:23]2[CH2:22][CH2:21][CH2:20][N:17]2[CH2:16][CH:15]=[C:14]([C:8]3[CH:9]=[CH:10][CH:11]=[CH:12][CH:13]=3)[CH2:19][CH2:18]2)[CH:34]=[CH:35][CH:36]=[CH:37][CH:38]=1 |f:2.3,9.10|. Procedure: 60 cc of trifluoroacetic acid is added in the course of 45 minutes to 2-[3-(4-phenyl-1,2,3,6-tetrahydro-1pyridyl)propyl]-3-phenyl-3-hydroxy-1-isoindolinone (12.4 g) and sodium cyanoborohydride (3.8 g) cooled to a temperature close to -25° C. Agitation is continued for 2 hours at a temperature close to 20° C. The solution is diluted with methylene chloride (150 cc) then washed with saturated aqueous sodium bicarbonate solution (130 cc). The aqueous phase is extracted with methylene chloride (4×10... Starting materials: COC(CCCCC1=CN=C(O1)C1=C(C=CC=C1)OC)=O (5-[2-(2-methoxy-phenyl)-oxazol-5-yl]-pentanoic acid methyl ester), C1CCOC1 (THF), [OH-].[Na+] (NaOH). The solvent is CCO (EtOH). The product is COC1=C(C=CC=C1)C=1OC(=CN1)CCCCC(=O)O (5-[2-(2-methoxy-phenyl)-oxazol-5-yl]-pentanoic acid). Isolated yield 89.6%. Reaction SMILES: C[O:2][C:3](=[O:21])[CH2:4][CH2:5][CH2:6][CH2:7][C:8]1[O:12][C:11]([C:13]2[CH:18]=[CH:17][CH:16]=[CH:15][C:14]=2[O:19][CH3:20])=[N:10][CH:9]=1.C1COCC1.[OH-].[Na+]>CCO>[CH3:20][O:19][C:14]1[CH:15]=[CH:16][CH:17]=[CH:18][C:13]=1[C:11]1[O:12][C:8]([CH2:7][CH2:6][CH2:5][CH2:4][C:3]([OH:21])=[O:2])=[CH:9][N:10]=1 |f:2.3|. Reported procedure: Combine 5-[2-(2-methoxy-phenyl)-oxazol-5-yl]-pentanoic acid methyl ester (2.1 g, 7.3 mmol) with THF (4 mL), EtOH (4 mL) and 2N NaOH (15 mL) and stir until hydrolysis is complete. Concentrate the mixture, dilute the residue with water and adjust the pH to 3.0-4.0 using aq HCl. Extract the mixture with CH2Cl2 and concentrate the extracts in vacuo. Drying gives 5-[2-(2-methoxy-phenyl)-oxazol-5-yl]-pentanoic acid (1.8 g, 91%). MS (ES): (M+1)+ 274.1, 275.1 m/z.